From a dataset of the Open Reaction Database (ORD), a public repository of structured organic reaction records. describe an organic reaction: reactants, conditions, products, and yield Reactants: C(CCCCCC)C1=CN=C(S1)N (5-heptyl-2-thiazolamine), C(CCCCCC)C1=CN=C(S1)N (5-heptyl-2-thiazolamine), BrCC(=O)C1=CC=CC=C1 (2-bromo-1-phenylethanone). Run in C(C)#N (acetonitrile). Reaction conditions: time 8 hour. The product is 10, Br.C(CCCCCC)C1=CN(C(S1)=N)CC(=O)C1=CC=CC=C1 (2-(5-heptyl-2,3-dihydro-2-imino-3-thiazolyl)-1-phenylethanone hydrobromide). RXN SMILES: [CH2:1]([C:8]1[S:12][C:11]([NH2:13])=[N:10][CH:9]=1)[CH2:2][CH2:3][CH2:4][CH2:5][CH2:6][CH3:7].[Br:14][CH2:15][C:16]([C:18]1[CH:23]=[CH:22][CH:21]=[CH:20][CH:19]=1)=[O:17]>C(#N)C>[BrH:14].[CH2:1]([C:8]1[S:12][C:11](=[NH:13])[N:10]([CH2:15][C:16]([C:18]2[CH:23]=[CH:22][CH:21]=[CH:20][CH:19]=2)=[O:17])[CH:9]=1)[CH2:2][CH2:3][CH2:4][CH2:5][CH2:6][CH3:7] |f:3.4|. Reported procedure: A mixture of 6 parts of 5-heptyl-2-thiazolamine (prepared as intermediate 2), 6 parts of 2-bromo-1-phenylethanone and 120 parts of acetonitrile was stirred overnight at room temperature. The precipitate was filtered off, washed with 2,2'-oxybispropane and dried, yielding 10 parts of 2-(5-heptyl-2,3-dihydro-2-imino-3-thiazolyl)-1-phenylethanone hydrobromide (interm. 3). The reactants are CCOCC, c1ccc(C(c2ccccc2)N2CC(Oc3cccc4c3CCC4)C2)cc1, CCO, CCO, Cl. The product is c1cc2c(c(OC3CNC3)c1)CCC2, Cl. Reaction SMILES: [CH2:29]([O:30][CH2:31][CH3:32])[CH3:33].[CH2:2]1[CH2:3][CH2:4][c:5]2[c:6]([O:11][CH:12]3[CH2:13][N:14]([CH:16]([c:17]4[cH:18][cH:19][cH:20][cH:21][cH:22]4)[c:23]4[cH:24][cH:25][cH:26][cH:27][cH:28]4)[CH2:15]3)[cH:7][cH:8][cH:9][c:10]21.[CH2:34]([OH:35])[CH3:36].[CH3:37][CH2:38][OH:39].[ClH:1]>>[CH2:2]1[CH2:3][CH2:4][c:5]2[c:6]([O:11][CH:12]3[CH2:13][NH:14][CH2:15]3)[cH:7][cH:8][cH:9][c:10]21.[ClH:1]. Starting materials: CC1=CC=C(C=C1)S(=O)(=O)NC(CP(OCC)(OCC)=O)CC1=CC=CC=C1 ([2-[[(4-methylphenyl)sulfonyl]amino]-3-phenylpropyl]phosphonic acid, diethyl ester), C1(=CC=CC=C1)O (phenol), Br (hydrobromic acid). Run in O (water). Yields the product NC(CP(O)(O)=O)CC1=CC=CC=C1 ((2-amino-3-phenylpropyl)phosphonic acid). The yield is 85.3%. Reaction SMILES: CC1C=CC(S([NH:11][CH:12]([CH2:22][C:23]2[CH:28]=[CH:27][CH:26]=[CH:25][CH:24]=2)[CH2:13][P:14](=[O:21])([O:18]CC)[O:15]CC)(=O)=O)=CC=1.C1(O)C=CC=CC=1.Br>O>[NH2:11][CH:12]([CH2:22][C:23]1[CH:28]=[CH:27][CH:26]=[CH:25][CH:24]=1)[CH2:13][P:14](=[O:15])([OH:21])[OH:18]. Procedure details: A mixture of [2-[[(4-methylphenyl)sulfonyl]amino]-3-phenylpropyl]phosphonic acid, diethyl ester (5.9 g., 13.9 mmole), phenol (8.0 g., 85.1 mmole), and 48% aqueous hydrobromic acid (50 ml.) was refluxed for 5.5 hours. The cooled mixture was diluted with water (50 ml.) and washed with ethyl acetate (2×50 ml.). The aqueous phase was evaporated to dryness, taken up in water (30 ml.) and evaporated again. This was repeated twice more. Finally, the residue was taken up in water and applied to an AG50W... Product: COC1=C(OCC=2C=C(OCCCCCCOC(C(=C)C)=O)C=C(C2)COC2=C(C=C(C=C2)\C=C\C(=O)OC)OC)C=CC(=C1)\C=C\C(=O)OC (2-methylacrylic acid 6-[3,5-bis[[2-methoxy-4-[(E)-2-(methoxycarbonyl)vinyl]phenoxy]methyl]phenoxy]hexyl ester). The reactants are 1,8-diazabicyclo[5.4.0]undec-7-ene(1,5-5), CC(C(=O)O)=C (2-methylacrylic acid), ice, COC(\C=C\C1=CC(=C(C=C1)OCC1=CC(=CC(=C1)COC1=C(C=C(C=C1)\C=C\C(=O)OC)OC)OCCCCCCCl)OC)=O ((E)-3-[4-[[3-[(6-chlorohexyl)oxy]-5-[[2-methoxy-4-[(E)-2-(methoxycarbonyl)vinyl]phenoxy]methyl]benzyl]oxy]-3-methoxyphenyl]acrylic acid methyl ester). The solvent is CN(C=O)C (N,N-dimethylformamide), CN(C=O)C (N,N-dimethylformamide). Yield: 90.3%. Procedure: 382 mg (2.5 mmol) 1,8-diazabicyclo[5.4.0]undec-7-ene(1,5-5) (DBU) in 4 ml N,N-dimethylformamide were added dropwise to a solution of 200 mg (2.3 mmol) 2-methylacrylic acid in 8 ml N,N-dimethylformamide over a period of 35 minutes. After addition of 4 mg phenothiazine, 1.5 g (2.3 mmol) (E)-3-[4-[[3-[(6-chlorohexyl)oxy]-5-[[2-methoxy-4-[(E)-2-(methoxycarbonyl)vinyl]phenoxy]methyl]benzyl]oxy]-3-methoxyphenyl]acrylic acid methyl ester and 84 mg tetrabutylammonium iodide the resulting mixture was sti... As a reaction SMILES: [CH3:1][C:2](=[CH2:6])[C:3]([OH:5])=[O:4].[CH3:7][O:8][C:9](=[O:52])/[CH:10]=[CH:11]/[C:12]1[CH:17]=[CH:16][C:15]([O:18][CH2:19][C:20]2[CH:25]=[C:24]([CH2:26][O:27][C:28]3[CH:33]=[CH:32][C:31](/[CH:34]=[CH:35]/[C:36]([O:38][CH3:39])=[O:37])=[CH:30][C:29]=3[O:40][CH3:41])[CH:23]=[C:22]([O:42][CH2:43][CH2:44][CH2:45][CH2:46][CH2:47][CH2:48]Cl)[CH:21]=2)=[C:14]([O:50][CH3:51])[CH:13]=1>CN(C)C=O.[I-].C([N+](CCCC)(CCCC)CCCC)CCC.C1C2NC3C(=CC=CC=3)SC=2C=CC=1>[CH3:51][O:50][C:14]1[CH:13]=[C:12](/[CH:11]=[CH:10]/[C:9]([O:8][CH3:7])=[O:52])[CH:17]=[CH:16][C:15]=1[O:18][CH2:19][C:20]1[CH:21]=[C:22]([CH:23]=[C:24]([CH2:26][O:27][C:28]2[CH:33]=[CH:32][C:31](/[CH:34]=[CH:35]/[C:36]([O:38][CH3:39])=[O:37])=[CH:30][C:29]=2[O:40][CH3:41])[CH:25]=1)[O:42][CH2:43][CH2:44][CH2:45][CH2:46][CH2:47][CH2:48][O:4][C:3](=[O:5])[C:2]([CH3:1])=[CH2:6] |f:3.4|. Conditions: temperature 80 celsius, time 25 hour. Reagents/catalysts: [I-].C(CCC)[N+](CCCC)(CCCC)CCCC (tetrabutylammonium iodide), C1=CC=CC=2SC3=CC=CC=C3NC12 (phenothiazine). Solvent: O1CCCC1 (tetrahydrofuran). Reactants: COC([C@H]1N(C[C@@H](C1)O[Si](C)(C)C(C)(C)C)C1=C(C=CC=C1)[N+](=O)[O-])=O ((2S, 4R)-4-(tert-butyldimethylsilyloxy)-1-(2-nitrophenyl) proline methyl ester), [BH4-].[Li+] (lithium borohydride), ice water. Procedure: To a solution of (2S, 4R)-4-(tert-butyldimethylsilyloxy)-1-(2-nitrophenyl) proline methyl ester (9.62 g) obtained in Reference Example 40 ml anhydrous tetrahydrofuran (300 ml), there was added, in small portions, 0.96 g of lithium borohydride under ice-cooling. After stirring the reaction liquid at room temperature over 15 hours, it was poured into ice water and then extracted with ethyl acetate. The organic phase thus obtained was washed with water, dried over anhydrous magnesium sulfate and th... Product: [Si](C)(C)(C(C)(C)C)O[C@@H]1C[C@H](N(C1)C1=C(C=CC=C1)[N+](=O)[O-])CO ((2S, 4R)-[4-(tert-Butyldimethylsilyloxy)-1-(2-Nitrophenyl)-2-Pyrrolidinyl]Methyl Alcohol). As a reaction SMILES: C[O:2][C:3](=O)[C@@H:4]1[CH2:8][C@@H:7]([O:9][Si:10]([C:13]([CH3:16])([CH3:15])[CH3:14])([CH3:12])[CH3:11])[CH2:6][N:5]1[C:17]1[CH:22]=[CH:21][CH:20]=[CH:19][C:18]=1[N+:23]([O-:25])=[O:24].[BH4-].[Li+]>O1CCCC1>[Si:10]([O:9][C@H:7]1[CH2:6][N:5]([C:17]2[CH:22]=[CH:21][CH:20]=[CH:19][C:18]=2[N+:23]([O-:25])=[O:24])[C@H:4]([CH2:3][OH:2])[CH2:8]1)([C:13]([CH3:16])([CH3:15])[CH3:14])([CH3:12])[CH3:11] |f:1.2|. Isolated yield 95.9%. Reactants: NC1=NC(=CC(=C1[N+](=O)[O-])C=1SC=CC1)NC(=O)OCC (2-Amino-3-nitro-4-(2-thienyl)-6-ethoxycarbonylaminopyridine), C(Cl)Cl (methylene chloride), [BH4-].[Na+] (sodium borohydride), [Cl-].[NH4+] (ammonium chloride). The reagents and catalysts are [C].[Pd] (palladium-carbon). Run in C(C)O (ethanol), C(C)(=O)OCC (ethyl acetate). Reaction conditions: temperature 0 celsius, time 1 hour. Product: NC1=NC(=CC(=C1N)C=1SC=CC1)NC(=O)OCC (2,3-diamino-4-(2-thienyl)-6-ethoxycarbonylaminopyridine). Isolated yield 90.2%. Reaction SMILES: [NH2:1][C:2]1[C:7]([N+:8]([O-])=O)=[C:6]([C:11]2[S:12][CH:13]=[CH:14][CH:15]=2)[CH:5]=[C:4]([NH:16][C:17]([O:19][CH2:20][CH3:21])=[O:18])[N:3]=1.[BH4-].[Na+].[Cl-].[NH4+].C(Cl)Cl>C(O)C.C(OCC)(=O)C.[C].[Pd]>[NH2:1][C:2]1[C:7]([NH2:8])=[C:6]([C:11]2[S:12][CH:13]=[CH:14][CH:15]=2)[CH:5]=[C:4]([NH:16][C:17]([O:19][CH2:20][CH3:21])=[O:18])[N:3]=1 |f:1.2,3.4,8.9|. Reported procedure: 2-Amino-3-nitro-4-(2-thienyl)-6-ethoxycarbonylaminopyridine (1.57 g, 5.1 mmol) and 10% palladium-carbon (255 mg) were dissolved in ethanol (77 ml)-ethyl acetate (38 ml). To this mixture, a 1 M aqueous sodium borohydride solution (15.3 ml) was added at 0° C. and stirred at 0° C. for 1 hour. This solution was mixed with a 5% aqueous ammonium chloride solution (23.4 ml) and filtered through celite. The celite was washed with water (204 ml). The filtrate and this washing solution were mixed and evap...